From a dataset of the Open Reaction Database (ORD), a public repository of structured organic reaction records. describe an organic reaction: reactants, conditions, products, and yield Starting materials: C(O)CN (ethanolamine), 2, C1(CC1)N1C=C(C(C2=CC(=C(C(=C12)F)N1CC(CC1)N1N=NC(=C1)C)F)=O)C(=O)O (1-cyclopropyl-6,8-difluoro-7-[3-(4-methyl-1,2,3-triazol-1-yl) pyrrolidine-1-yl]-1,4-dihydro-4-oxoquinoline-3-carboxylic acid), C(O)CN (ethanolamine). The solvent is C(C)O (ethanol). Run at time 8 hour. The product is OCC[NH3+].C1(CC1)N1C=C(C(C2=CC(=C(C(=C12)F)N1CC(CC1)N1N=NC(=C1)C)F)=O)C(=O)[O-] (N-(2-Hydroxyethyl)ammonium 1-cyclopropyl-6,8-difluoro-7[3-(4-methyl-1,2,3-triazol-1-yl)-pyrrolidin-1-yl]-1,4-dihydro-4-oxoquinoline-3-carboxylate). Reaction SMILES: [CH:1]1([N:4]2[C:13]3[C:8](=[CH:9][C:10]([F:26])=[C:11]([N:15]4[CH2:19][CH2:18][CH:17]([N:20]5[CH:24]=[C:23]([CH3:25])[N:22]=[N:21]5)[CH2:16]4)[C:12]=3[F:14])[C:7](=[O:27])[C:6]([C:28]([OH:30])=[O:29])=[CH:5]2)[CH2:3][CH2:2]1.[CH2:31]([CH2:33][NH2:34])[OH:32]>C(O)C>[OH:32][CH2:31][CH2:33][NH3+:34].[CH:1]1([N:4]2[C:13]3[C:8](=[CH:9][C:10]([F:26])=[C:11]([N:15]4[CH2:19][CH2:18][CH:17]([N:20]5[CH:24]=[C:23]([CH3:25])[N:22]=[N:21]5)[CH2:16]4)[C:12]=3[F:14])[C:7](=[O:27])[C:6]([C:28]([O-:30])=[O:29])=[CH:5]2)[CH2:2][CH2:3]1 |f:3.4|. Procedure details: A suspension of 2 0 mg (0.05 mmol) of 1-cyclopropyl-6,8-difluoro-7-[3-(4-methyl-1,2,3-triazol-1-yl) pyrrolidine-1-yl]-1,4-dihydro-4-oxoquinoline-3-carboxylic acid in 2 ml of ethanol was reacted with 3.054 mg (0.05 mmol) of ethanolamine at room temperature for 2 hr. Additional equivalent of ethanolamine was added and the reaction mixture was stirred overnight. The solid was then collected, m.p. 215.5°-216.8° C. 1H NMR (D20) δ: 8.46 (s, 1H), 7.86 (bs, 1H), 7.68 (bd, 14Hz, 1H), 5.46-5.25 (m, 1H), 4... Starting materials: COC(CC(C)(O)C(F)(F)F)=O (3-(trifluoromethyl)-3-hydroxybutyric acid methyl ester), [OH-].[NH4+] (ammonium hydroxide). The solvent is CO (methanol). Run at time 40 hour. Product: FC(C(CC(=O)N)(C)O)(F)F (4,4,4,-trifluoro-3-hydroxy-3-methyl butyramide). Yield: 100.0%. RXN SMILES: C[O:2][C:3](=O)[CH2:4][C:5]([C:8]([F:11])([F:10])[F:9])([OH:7])[CH3:6].[OH-].[NH4+:14]>CO>[F:9][C:8]([F:11])([F:10])[C:5]([OH:7])([CH3:6])[CH2:4][C:3]([NH2:14])=[O:2] |f:1.2|. Procedure: To a solution of the crude 4,4,4-trifluoro-3-hydroxy-3-methylbutyric acid (1.90 g, 10.0 mmol) in methanol (5 ml) was added concentrated aqueous ammonium hydroxide (10 ml), and the reaction stirred for 40 h at room temperature then evaporated to dryness to afford crude 4,4,4,-trifluoro-3-hydroxy-3-methyl butyramide (1.77 g, 100%) as a yellow oil. The reactants are Cn1c(C=O)nc2ccccc21, CC1CNCC1c1nc2c(cnn2C2CCCC2)c(=O)[nH]1. Product: CC1CN(Cc2nc3ccccc3n2C)CC1c1nc2c(cnn2C2CCCC2)c(=O)[nH]1. Reaction SMILES: [CH3:22][n:23]1[c:24]([CH:32]=[O:33])[n:25][c:26]2[c:27]1[cH:28][cH:29][cH:30][cH:31]2.[CH:1]1([n:6]2[n:7][cH:8][c:9]3[c:10]2[n:11][c:12]([CH:16]2[CH2:17][NH:18][CH2:19][CH:20]2[CH3:21])[nH:13][c:14]3=[O:15])[CH2:2][CH2:3][CH2:4][CH2:5]1>>[CH:1]1([n:6]2[n:7][cH:8][c:9]3[c:10]2[n:11][c:12]([CH:16]2[CH2:17][N:18]([CH2:32][c:24]4[n:23]([CH3:22])[c:27]5[c:26]([n:25]4)[cH:31][cH:30][cH:29][cH:28]5)[CH2:19][CH:20]2[CH3:21])[nH:13][c:14]3=[O:15])[CH2:2][CH2:3][CH2:4][CH2:5]1. Reactants: ClC=1C=C(C(=O)OO)C=CC1 (3-Chloroperoxybenzoic acid), CC1(CC(=NO1)SC(C(F)(F)F)C=1C(=NN(C1OCC(F)(F)F)C)C(F)(F)F)C (5,5-dimethyl-3-{2,2,2-trifluoro-1-[1-methyl-5-(2,2,2-trifluoro-ethoxy)-3-trifluoromethyl-1H-pyrazol-4-yl]-ethylsulfanyl}-4,5-dihydro-isoxazole). The solvent is ClCCl (dichloromethane). Conditions: time 18 hour. The product is CC1(CC(=NO1)S(=O)C(C(F)(F)F)C=1C(=NN(C1OCC(F)(F)F)C)C(F)(F)F)C (5,5-dimethyl-3-{2,2,2-trifluoro-1-[1-methyl-5-(2,2,2-trifluoro-ethoxy)-3-trifluoromethyl-1H-pyrazol-4-yl]-ethanesulfinyl}-4,5-dihydro-isoxazole). The yield is 53.9%. RXN SMILES: ClC1C=C(C=CC=1)C(OO)=[O:6].[CH3:12][C:13]1([CH3:40])[O:17][N:16]=[C:15]([S:18][CH:19]([C:24]2[C:25]([C:36]([F:39])([F:38])[F:37])=[N:26][N:27]([CH3:35])[C:28]=2[O:29][CH2:30][C:31]([F:34])([F:33])[F:32])[C:20]([F:23])([F:22])[F:21])[CH2:14]1>ClCCl>[CH3:12][C:13]1([CH3:40])[O:17][N:16]=[C:15]([S:18]([CH:19]([C:24]2[C:25]([C:36]([F:39])([F:37])[F:38])=[N:26][N:27]([CH3:35])[C:28]=2[O:29][CH2:30][C:31]([F:32])([F:33])[F:34])[C:20]([F:23])([F:22])[F:21])=[O:6])[CH2:14]1. Procedure details: 3-Chloroperoxybenzoic acid (mCPBA) (70% by weight) (305 mg, 1.24 mmol) was added in portions to a solution of 5,5-dimethyl-3-{2,2,2-trifluoro-1-[1-methyl-5-(2,2,2-trifluoro-ethoxy)-3-trifluoromethyl-1H-pyrazol-4-yl]-ethylsulfanyl}-4,5-dihydro-isoxazole (190 mg, 0.41 mmol) in dichloromethane (5 ml) at room temperature. The mixture was stirred at room temperature for 18 hours. The reaction was quenched by addition of saturated aqueous sodium metabisulfite solution, followed by addition of saturate... Reactants: COCOc1cc(-c2cn(C)nn2)ccc1C, Cl, OCCCC1CCCO1, C1COCCO1. Product: Cc1ccc(-c2cn(C)nn2)cc1O. RXN SMILES: [CH3:1][O:2][CH2:3][O:4][c:5]1[cH:6][c:7](-[c:12]2[n:13][n:14][n:15]([CH3:17])[cH:16]2)[cH:8][cH:9][c:10]1[CH3:11].[ClH:18].[O:19]1[CH2:20][CH2:21][CH2:22][CH:23]1[CH2:24][CH2:25][CH2:26][OH:27].[O:28]1[CH2:29][CH2:30][O:31][CH2:32][CH2:33]1>>[OH:4][c:5]1[cH:6][c:7](-[c:12]2[n:13][n:14][n:15]([CH3:17])[cH:16]2)[cH:8][cH:9][c:10]1[CH3:11]. The reactants are O=C([O-])C(O)C(O)C(=O)[O-], CCOC(=O)c1cnc(NC2CCN(Cc3ccccc3)C2)c(Cl)c1, CC(C)C[Al+]CC(C)C, Cc1ccccc1, CO, [H-], [K+], [Mg+2], [Na+], O=S(=O)([O-])[O-]. Yields the product OCc1cnc(NC2CCN(Cc3ccccc3)C2)c(Cl)c1. Reaction SMILES: [C:36]([CH:37]([CH:38]([C:39]([O-:40])=[O:41])[OH:42])[OH:43])([O-:44])=[O:45].[CH2:11]([c:12]1[cH:13][cH:14][cH:15][cH:16][cH:17]1)[N:18]1[CH2:19][CH:20]([NH:23][c:24]2[n:25][cH:26][c:27]([C:28](=[O:29])[O:30][CH2:31][CH3:32])[cH:33][c:34]2[Cl:35])[CH2:21][CH2:22]1.[CH2:2]([Al+:3][CH2:4][CH:5]([CH3:6])[CH3:7])[CH:8]([CH3:9])[CH3:10].[CH3:54][c:55]1[cH:56][cH:57][cH:58][cH:59][cH:60]1.[CH3:61][OH:62].[H-:1].[K+:46].[Mg+2:48].[Na+:47].[O-:49][S:50]([O-:51])(=[O:52])=[O:53]>>[CH2:11]([c:12]1[cH:13][cH:14][cH:15][cH:16][cH:17]1)[N:18]1[CH2:19][CH:20]([NH:23][c:24]2[n:25][cH:26][c:27]([CH2:28][OH:29])[cH:33][c:34]2[Cl:35])[CH2:21][CH2:22]1.